From a dataset of the Open Reaction Database (ORD), a public repository of structured organic reaction records. describe an organic reaction: reactants, conditions, products, and yield Starting materials: BrC1=C(C=C(C=C1)N(S(=O)(=O)C)C1=CC2=C(C(=C(O2)C2=CC=C(C=C2)F)C(=O)NC)C=C1C1CC1)S(=O)(=O)C (6-(N-(4-bromo-3-(methylsulfonyl)phenyl)methylsulfonamido)-5-cyclopropyl-2-(4-fluorophenyl)-N-methylbenzofuran-3-carboxamide), CC1(OB(OC1(C)C)B1OC(C(O1)(C)C)(C)C)C (4,4,4′,4′,5,5,5′,5′-octamethyl-2,2′-bi(1,3,2-dioxaborolane)), C(C)(=O)[O-].[K+] (potassium acetate), Cl (HCl), I(=O)(=O)(=O)[O-].[Na+] (sodium periodate). Run in O1CCOCC1 (1,4-Dioxane), CCOC(=O)C (EtOAc). Reaction conditions: temperature 80 celsius, time 18 hour. The product is C1(CC1)C=1C(=CC2=C(C(=C(O2)C2=CC=C(C=C2)F)C(NC)=O)C1)N(S(=O)(=O)C)C1=CC(=C(C=C1)B(O)O)S(=O)(=O)C ((4-(N-(5-cyclopropyl-2-(4-fluorophenyl)-3-(methylcarbamoyl)benzofuran-6-yl)methylsulfonamido)-2-(methylsulfonyl)phenyl)boronic acid). The yield is 6.3%. Reaction SMILES: Br[C:2]1[CH:7]=[CH:6][C:5]([N:8]([C:13]2[C:32]([CH:33]3[CH2:35][CH2:34]3)=[CH:31][C:16]3[C:17]([C:27]([NH:29][CH3:30])=[O:28])=[C:18]([C:20]4[CH:25]=[CH:24][C:23]([F:26])=[CH:22][CH:21]=4)[O:19][C:15]=3[CH:14]=2)[S:9]([CH3:12])(=[O:11])=[O:10])=[CH:4][C:3]=1[S:36]([CH3:39])(=[O:38])=[O:37].CC1(C)C(C)(C)[O:44][B:43](B2OC(C)(C)C(C)(C)O2)[O:42]1.C([O-])(=O)C.[K+].Cl.I([O-])(=O)(=O)=O.[Na+]>O1CCOCC1.CCOC(C)=O>[CH:33]1([C:32]2[C:13]([N:8]([C:5]3[CH:6]=[CH:7][C:2]([B:43]([OH:44])[OH:42])=[C:3]([S:36]([CH3:39])(=[O:38])=[O:37])[CH:4]=3)[S:9]([CH3:12])(=[O:11])=[O:10])=[CH:14][C:15]3[O:19][C:18]([C:20]4[CH:25]=[CH:24][C:23]([F:26])=[CH:22][CH:21]=4)=[C:17]([C:27](=[O:28])[NH:29][CH3:30])[C:16]=3[CH:31]=2)[CH2:35][CH2:34]1 |f:2.3,5.6|. Procedure details: To a solution of 6-(N-(4-bromo-3-(methylsulfonyl)phenyl)methylsulfonamido)-5-cyclopropyl-2-(4-fluorophenyl)-N-methylbenzofuran-3-carboxamide (200 mg, 0.315 mmol) in 1,4-Dioxane (2 mL) wad added 4,4,4′,4′,5,5,5′,5′-octamethyl-2,2′-bi(1,3,2-dioxaborolane) (400 mg, 1.574 mmol), potassium acetate (154 mg, 1.574 mmol) and Pd(II)(dppf)Cl2 DCM complex (12.85 mg, 0.016 mmol). The mixture was stirred under nitrogen at 80° C. After 4 hours the mixture was cooled to RT and diluted with EtOAc (10 mL). The r... Reactants: CCCCCC (hexane), OCCOC1=CC=C(C=O)C=C1 (4-(2-hydroxyethoxy)benzaldehyde), N1C=NC=C1 (imidazole), [Si](C)(C)(C(C)(C)C)Cl (tert-butyldimethylsilylchloride), [Si](C)(C)(C(C)(C)C)Cl (tert-butyldimethylsilylchloride). The solvent is CN(C)C=O (DMF), C(C)(=O)OCC (ethyl acetate). Reaction conditions: time 20 hour. Product: [Si](C)(C)(C(C)(C)C)OCCOC1=CC=C(C=O)C=C1 (4-(2-{[tert-butyl(dimethyl)silyl]oxy}ethoxy)benzaldehyde). Isolated yield 49.9%. Reaction SMILES: [OH:1][CH2:2][CH2:3][O:4][C:5]1[CH:12]=[CH:11][C:8]([CH:9]=[O:10])=[CH:7][CH:6]=1.N1C=CN=C1.[Si:18](Cl)([C:21]([CH3:24])([CH3:23])[CH3:22])([CH3:20])[CH3:19].CCCCCC>CN(C=O)C.C(OCC)(=O)C>[Si:18]([O:1][CH2:2][CH2:3][O:4][C:5]1[CH:12]=[CH:11][C:8]([CH:9]=[O:10])=[CH:7][CH:6]=1)([C:21]([CH3:24])([CH3:23])[CH3:22])([CH3:20])[CH3:19]. Reported procedure: To 4-(2-hydroxyethoxy)benzaldehyde (commercial, 0.5 g, 3 mmol) dissolved in DMF (10 mL) is added imidazole (0.4 g, 6 mmol) and tert-butyldimethylsilylchloride (0.53 g, 3.5 mmol). Reaction mixture is stirred for 20 h. at room temperature. TLC analysis (hexane:ethyl acetate,7:3) shows small amounts of unreacted starting material. Additional tert-butyldimethylsilylchloride (0.25 g, 1 mmol) is added and stirring continued for 16 h. The reaction is quenched with saturated aqueous ammonium chloride (2...